From a dataset of the Open Reaction Database (ORD), a public repository of structured organic reaction records. describe an organic reaction: reactants, conditions, products, and yield Reactants: CC1=CC(=NC=C1)C1=NC(=CC=C1)C1=NC=CC=C1 (4′-methyl-2,2′;6,2″-terpyridine), CC1=CC(=NC=C1)C1=NC(=CC=C1)C1=NC=CC=C1 (4′-methyl-2,2′;6,2″-terpyridine), CC1C(N(CCC1)C)(C)C (tetramethylpiperidine), resultant material, BrCCCCCCBr (1,6-dibromohexane), resultant material, C(CCC)[Li] (normal butyllithium). Solvent: C1CCOC1 (THF), C1CCOC1 (THF), C(C)OC(C)=O (ethylacetate), C1CCOC1 (THF). The product is BrCCCCCCCC1=CC(=NC(=C1)C1=NC=CC=C1)C1=NC=CC=C1 (4′-(7-bromoheptyl)-2,2′;6′,2″-terpyridine). Reaction SMILES: C[CH:2]1[CH2:7][CH2:6][CH2:5][N:4](C)[C:3]1([CH3:10])C.C([Li])CCC.[CH3:16][C:17]1[CH:22]=C[N:20]=[C:19]([C:23]2[CH:28]=[CH:27][CH:26]=[C:25](C3C=CC=CN=3)[N:24]=2)[CH:18]=1.Br[CH2:36][CH2:37][CH2:38][CH2:39][CH2:40][CH2:41][Br:42]>C1COCC1.C(OC(=O)C)C>[Br:42][CH2:41][CH2:40][CH2:39][CH2:38][CH2:37][CH2:36][CH2:22][C:17]1[CH:18]=[C:19]([C:23]2[CH:28]=[CH:27][CH:26]=[CH:25][N:24]=2)[N:20]=[C:10]([C:3]2[CH:2]=[CH:7][CH:6]=[CH:5][N:4]=2)[CH:16]=1. Procedure details: 0.5 ml of tetramethylpiperidine (3 mmol) and 20 ml of anhydrous THF were put into a 100 ml Schlenk flask and stirred well. After the resultant material was cooled using liquid nitrogen and ethylacetate to −78□, 1.88 mL of normal butyllithium (3 mmol, 1.6 M hexane solution) was added dropwise slowly using an injector. 15 ml of THF, in which 0.5 g of the compound synthesized in Example 2 (compound 221 in FIG. 2, 2 mmol) was dissolved, was put into the flask using an injector at −78□. After being s...